Dataset: the Open Reaction Database (ORD), a public repository of structured organic reaction records. Task: describe an organic reaction: reactants, conditions, products, and yield Starting materials: OCC(c1ccccc1)N1CCCC1C1CCC(CCOCc2ccccc2)CC1, CO, O=C[O-], [NH4+]. Product: c1ccc(COCCC2CCC(C3CCCN3)CC2)cc1. RXN SMILES: [CH2:5]([c:6]1[cH:7][cH:8][cH:9][cH:10][cH:11]1)[O:12][CH2:13][CH2:14][CH:15]1[CH2:16][CH2:17][CH:18]([CH:21]2[N:22]([CH:26]([c:27]3[cH:28][cH:29][cH:30][cH:31][cH:32]3)[CH2:33][OH:34])[CH2:23][CH2:24][CH2:25]2)[CH2:19][CH2:20]1.[CH3:35][OH:36].[CH:1]([O-:2])=[O:3].[NH4+:4]>>[CH2:5]([c:6]1[cH:7][cH:8][cH:9][cH:10][cH:11]1)[O:12][CH2:13][CH2:14][CH:15]1[CH2:16][CH2:17][CH:18]([CH:21]2[NH:22][CH2:23][CH2:24][CH2:25]2)[CH2:19][CH2:20]1. Product: CN1CCc2c(N)ccc(Cl)c2CC1. The reactants are CCO, CN1CCc2c(Cl)ccc([N+](=O)[O-])c2CC1, NN, O. As a reaction SMILES: [CH3:20][CH2:21][OH:22].[Cl:1][c:2]1[cH:3][cH:4][c:5]([N+:14]([O-:15])=[O:16])[c:6]2[c:12]1[CH2:11][CH2:10][N:9]([CH3:13])[CH2:8][CH2:7]2.[NH2:18][NH2:19].[OH2:17]>>[Cl:1][c:2]1[cH:3][cH:4][c:5]([NH2:14])[c:6]2[c:12]1[CH2:11][CH2:10][N:9]([CH3:13])[CH2:8][CH2:7]2. Reactants: C(C)(=O)N1C(=NCC1)NC1=CC=NN1C1=C(C=CC=C1)Cl (1-Acetyl-2[1-(2-chlorophenyl)-5-pyrazolyl] amino-2-imidazoline), Cl (HCl), product. Run in CO (methanol). Yields the product ClC1=C(C=CC=C1)N1N=CC=C1NC=1NCCN1 (2[1-(2-chlorophenyl)-5-pyrazolyl] amino-2-imidazoline). Reaction SMILES: C([N:4]1[CH2:8][CH2:7][N:6]=[C:5]1[NH:9][C:10]1[N:14]([C:15]2[CH:20]=[CH:19][CH:18]=[CH:17][C:16]=2[Cl:21])[N:13]=[CH:12][CH:11]=1)(=O)C.Cl>CO>[Cl:21][C:16]1[CH:17]=[CH:18][CH:19]=[CH:20][C:15]=1[N:14]1[C:10]([NH:9][C:5]2[NH:6][CH2:7][CH2:8][N:4]=2)=[CH:11][CH:12]=[N:13]1. Procedure details: 1-Acetyl-2[1-(2-chlorophenyl)-5-pyrazolyl] amino-2-imidazoline (14.0 g.) was treated with HCl in methanol as described in Example II to give 11.10 g. product mp 185°-188° (crystallized from CH3CN) As a reaction SMILES: [CH3:1][C:2]([CH3:3])([CH3:4])[S:5](=[O:6])[N:7]=[CH:8][c:9]1[cH:10][n:11][c:12]([C:15]([F:16])([F:17])[F:18])[n:13][cH:14]1.[CH3:21][c:22]1[cH:23][cH:24][cH:25][cH:26][cH:27]1.[Li:19][CH3:20]>>[CH3:1][C:2]([CH3:3])([CH3:4])[S:5](=[O:6])[NH:7][CH:8]([c:9]1[cH:10][n:11][c:12]([C:15]([F:16])([F:17])[F:18])[n:13][cH:14]1)[CH3:20]. Reactants: CC(C)(C)S(=O)N=Cc1cnc(C(F)(F)F)nc1, Cc1ccccc1, [Li]C. Product: CC(NS(=O)C(C)(C)C)c1cnc(C(F)(F)F)nc1. The reactants are CC(C)([O-])C.[K+] (potassium ter-butoxide), C(CCCCC)=O (hexanal). Run in CCOCC (ether), CCCCCC (hexane), CCOCC (ether). Conditions: time 1 hour. Yields the product CC(C)([O-])C.[K+].CCOCC (potassium ter-butoxide Et2O). Yield: 30.1%. As a reaction SMILES: [CH3:1][C:2]([CH3:5])([O-:4])[CH3:3].[K+:6].[CH:7](=[O:13])[CH2:8]CCCC>CCOCC.CCCCCC>[CH3:1][C:2]([CH3:5])([O-:4])[CH3:3].[K+:6].[CH3:1][CH2:2][O:13][CH2:7][CH3:8] |f:0.1,5.6.7|. Procedure details: 24.5 g (0.05 M) of 4-bromo-pent-2trans-en-1-yl triphenylphosphonium bromide [which can be prepared according to the above given procedure] were slowly added to a suspension kept under stirring and in argon atmosphere of 13.5 g (0.12 M) of potassium ter-butoxide in 100 ml of anhydrous ether. The reaction mixture was kept under stirring overnight, whereupon 5 g (0.05 M) of hexanal in 35 ml of anhydrous ether were added thereto at a temperature of ca. 15°-25°. After having been left at 35° for 1 h,... Reactants: CP(=O)(Cl)c1ccccc1, [H-], [Na+], C1CCOC1, O, O=[N+]([O-])c1ccc(O)cc1. Yields the product CP(=O)(Oc1ccc([N+](=O)[O-])cc1)c1ccccc1. RXN SMILES: [CH3:13][P:14](=[O:15])([c:16]1[cH:17][cH:18][cH:19][cH:20][cH:21]1)[Cl:22].[H-:2].[Na+:1].[O:23]1[CH2:24][CH2:25][CH2:26][CH2:27]1.[OH2:28].[OH:3][c:4]1[cH:5][cH:6][c:7]([N+:10]([O-:11])=[O:12])[cH:8][cH:9]1>>[O:3]([c:4]1[cH:5][cH:6][c:7]([N+:10]([O-:11])=[O:12])[cH:8][cH:9]1)[P:14]([CH3:13])(=[O:15])[c:16]1[cH:17][cH:18][cH:19][cH:20][cH:21]1. Reactants: C1(=CC=CC=C1)/C=C/C=1C=C(C(=O)OC)C=CN1 (methyl 2-[(E)-2-phenylvinyl]isonicotinate). The reagents and catalysts are [Pt]=O (platinum oxide). The solvent is Cl (hydrochloric acid), CO (MeOH). Reaction conditions: time 8 hour. Product: C1(CCCCC1)CCC1NCCC(C1)C(=O)OC (methyl 2-(2-cyclohexylethyl)piperidine-4-carboxylate). RXN SMILES: [C:1]1(/[CH:7]=[CH:8]/[C:9]2[CH:10]=[C:11]([CH:16]=[CH:17][N:18]=2)[C:12]([O:14][CH3:15])=[O:13])[CH:6]=[CH:5][CH:4]=[CH:3][CH:2]=1>Cl.CO.[Pt]=O>[CH:1]1([CH2:7][CH2:8][CH:9]2[CH2:10][CH:11]([C:12]([O:14][CH3:15])=[O:13])[CH2:16][CH2:17][NH:18]2)[CH2:2][CH2:3][CH2:4][CH2:5][CH2:6]1. Procedure details: To a solution of methyl 2-[(E)-2-phenylvinyl]isonicotinate in hydrochloric acid and MeOH was added platinum oxide, followed by stirring at room temperature for 8 hours under a hydrogen atmosphere of 3 atm. The reaction mixture was filtered through Celite, and the filtrate was then concentrated under reduced pressure. To the residue were added an aqueous Na2CO3 solution and xylene, and the aqueous layer was extracted with CHCl3. The organic layer was dried over MgSO4 and then concentrated under r...